From a dataset of the Open Reaction Database (ORD), a public repository of structured organic reaction records. describe an organic reaction: reactants, conditions, products, and yield Reported procedure: In accordance with Example 4 (Steps 1 and 2), 4-nitro-1H-indazole was used instead of 5-nitro-1H-indazole, and 2-iodoethane was used instead of ethyl bromide-d5 to obtain 2-ethyl-2H-indazol-4-amine. RXN SMILES: [N+:1]([C:4]1[CH:12]=[CH:11][CH:10]=[C:9]2[C:5]=1[CH:6]=[N:7][NH:8]2)([O-])=O.I[CH2:14][CH3:15]>>[CH2:14]([N:7]1[CH:6]=[C:5]2[C:9]([CH:10]=[CH:11][CH:12]=[C:4]2[NH2:1])=[N:8]1)[CH3:15]. Product: C(C)N1N=C2C=CC=C(C2=C1)N (2-ethyl-2H-indazol-4-amine). Starting materials: [N+](=O)([O-])C1=C2C=NNC2=CC=C1 (4-nitro-1H-indazole), ICC (2-iodoethane).